Dataset: the Open Reaction Database (ORD), a public repository of structured organic reaction records. Task: describe an organic reaction: reactants, conditions, products, and yield Starting materials: COC(=O)C(CNC(=O)OC(C)(C)C)c1ccccc1, CC(C)C[AlH]CC(C)C, ClCCl. The product is CC(C)(C)OC(=O)NCC(C=O)c1ccccc1. As a reaction SMILES: [C:1]([CH3:2])([CH3:3])([CH3:4])[O:5][C:6](=[O:7])[NH:8][CH2:9][CH:10]([C:11](=[O:12])[O:13][CH3:14])[c:15]1[cH:16][cH:17][cH:18][cH:19][cH:20]1.[CH3:21][CH:22]([CH2:23][AlH:24][CH2:25][CH:26]([CH3:27])[CH3:28])[CH3:29].[Cl:30][CH2:31][Cl:32]>>[C:1]([CH3:2])([CH3:3])([CH3:4])[O:5][C:6](=[O:7])[NH:8][CH2:9][CH:10]([CH:11]=[O:12])[c:15]1[cH:16][cH:17][cH:18][cH:19][cH:20]1. The reactants are lithium aluminium hydride(LAH), [OH-].[Na+] (NaOH), S1C(=CC=C1)CCC#N (2-thiophenepropanenitrile), O (H2O), O (water). Solvent: CCOCC (Et2O), CCOCC (Et2O). Reaction conditions: time 18 hour. Yields the product S1C(=CC=C1)CCCN (2-thiophenepropanamine). The yield is 555.6%. Reaction SMILES: [S:1]1[CH:5]=[CH:4][CH:3]=[C:2]1[CH2:6][CH2:7][C:8]#[N:9].O.[OH-].[Na+]>CCOCC>[S:1]1[CH:5]=[CH:4][CH:3]=[C:2]1[CH2:6][CH2:7][CH2:8][NH2:9] |f:2.3|. Procedure: The product of Example 41 (8.3 g, 10.5 mmol) dissolved in 25 ml of Et2O was added dropwise (15 min.) to a stirred slurry of lithium aluminium hydride(LAH) in 125 ml of dry Et2O under an Ar atmosphere at room temperature. After the addition was complete the reaction was stirred at room temperature an additional 18 h. With great care, 8.0 ml of water were added dropwise to the vigorously stirred reaction mixture. Following this, 8.0 ml of 4N NaOH were then carefully added. Finally 22 ml of H2O wer... Reactants: NC1=C(C=C(C=C1)C=1SC2=C(N1)C=CC(=C2)OC)I (2-(4′-Amino-3′-iodophenyl)-6-methoxy benzothiazole), B(Br)(Br)Br (BBr3). Solvent: C(Cl)Cl (CH2Cl2), C(Cl)Cl (CH2Cl2). Reaction conditions: time 18 hour. Yields the product IC=1C=C(C=CC1N)C=1SC2=C(N1)C=CC(=C2)O (2-(3′-iodo-4′-aminophenyl)-6-hydroxybenzothiazole). Yield: 61.1%. RXN SMILES: [NH2:1][C:2]1[CH:7]=[CH:6][C:5]([C:8]2[S:9][C:10]3[CH:16]=[C:15]([O:17]C)[CH:14]=[CH:13][C:11]=3[N:12]=2)=[CH:4][C:3]=1[I:19].B(Br)(Br)Br>C(Cl)Cl>[I:19][C:3]1[CH:4]=[C:5]([C:8]2[S:9][C:10]3[CH:16]=[C:15]([OH:17])[CH:14]=[CH:13][C:11]=3[N:12]=2)[CH:6]=[CH:7][C:2]=1[NH2:1]. Procedure: To a solution of 2-(4′-Amino-3′-iodophenyl)-6-methoxy benzothiazole (5) (8.0 mg, 0.02 mmol) in CH2Cl2 (2.0 mL) was injected 1 M BBr3 solution in CH2Cl2 (0.20 ml, 0.20 mmol) under N2 atmosphere. The reaction mixture was stirred at room temperature for 18 hrs. After the reaction was quenched with water, the mixture was neutralized with NaHCO3. The aqueous layer was extracted with ethyl acetate (3×3 mL). The organic layers were combined and dried over MgSO4. The solvent was then evaporated under re... Reactants: S1C(=NC2=C1C=CC=C2)CN2C(=O)N(C=1N=C(N(C1C2=O)CC#CC)N2C[C@@H](CCC2)N)C (1-[(1,3-benzothiazol-2-yl)methyl]-3-methyl-7-(2-butyn-1-yl)-8-[(R)-3-amino-piperidin-1-yl]-xanthine), Cl (hydrogen chloride). The solvent is ClCCl (dichloromethane), ClCCl (dichloromethane). Conditions: time 10 minute. Yields the product Cl.S1C(=NC2=C1C=CC=C2)CN2C(=O)N(C=1N=C(N(C1C2=O)CC#CC)N2C[C@@H](CCC2)N)C (1-[(1,3-benzothiazol-2-yl)methyl]-3-methyl-7-(2-butyn-1-yl)-8-[(R)-3-amino-piperidin-1-yl]-xanthine hydrochloride). Isolated yield 79.0%. RXN SMILES: [S:1]1[C:5]2[CH:6]=[CH:7][CH:8]=[CH:9][C:4]=2[N:3]=[C:2]1[CH2:10][N:11]1[C:20](=[O:21])[C:19]2[N:18]([CH2:22][C:23]#[C:24][CH3:25])[C:17]([N:26]3[CH2:31][CH2:30][CH2:29][C@@H:28]([NH2:32])[CH2:27]3)=[N:16][C:15]=2[N:14]([CH3:33])[C:12]1=[O:13].[ClH:34]>ClCCl>[ClH:34].[S:1]1[C:5]2[CH:6]=[CH:7][CH:8]=[CH:9][C:4]=2[N:3]=[C:2]1[CH2:10][N:11]1[C:20](=[O:21])[C:19]2[N:18]([CH2:22][C:23]#[C:24][CH3:25])[C:17]([N:26]3[CH2:31][CH2:30][CH2:29][C@@H:28]([NH2:32])[CH2:27]3)=[N:16][C:15]=2[N:14]([CH3:33])[C:12]1=[O:13] |f:3.4|. Procedure: The compound 1-[(1,3-benzothiazol-2-yl)methyl]-3-methyl-7-(2-butyn-1-yl)-8-[(R)-3-amino-piperidin-1-yl]-xanthine 2 (100 mg, 0.216 mmol) was dissolved in dichloromethane (3 ml). A dichloromethane solution (1 mol/L) of 0.24 ml hydrogen chloride was added to obtain a reaction mixture. The reaction mixture was stirred for 10 minutes, and the solvent was distilled off. The residue was washed with ethyl acetate, and dried, to obtain the target compound 1-[(1,3-benzothiazol-2-yl)methyl]-3-methyl-7-(2-b... Starting materials: COC=1C(=CC=CC1)N (o-anisidine), BrCCOC1=CC=CC=C1 (β-bromophenetole), C(=O)([O-])[O-].[K+].[K+] (K2CO3). The solvent is C(C)#N (acetonitrile), C(Cl)(Cl)Cl (CHCl3). Product: O(C1=CC=CC=C1)CCNC=1C(OC)=CC=CC1 (N-(2-phenoxyethyl)-2-anisidine). Isolated yield 52.6%. RXN SMILES: [CH3:1][O:2][C:3]1[C:4]([NH2:9])=[CH:5][CH:6]=[CH:7][CH:8]=1.Br[CH2:11][CH2:12][O:13][C:14]1[CH:19]=[CH:18][CH:17]=[CH:16][CH:15]=1.C([O-])([O-])=O.[K+].[K+]>C(#N)C.C(Cl)(Cl)Cl>[O:13]([CH2:12][CH2:11][NH:9][C:4]1[C:3](=[CH:8][CH:7]=[CH:6][CH:5]=1)[O:2][CH3:1])[C:14]1[CH:19]=[CH:18][CH:17]=[CH:16][CH:15]=1 |f:2.3.4|. Procedure details: A suspension of 6.2 g (50 mmol) o-anisidine M10, 12.1 g (60 mmol) β-bromophenetole M20 and 8.3 g (60 mmol) K2CO3 in 25 ml acetonitrile was heated at reflux for 18 hours. The mixture was cooled, diluted with 100 ml CHCl3 and washed with 100 ml water and 100 ml saturated NaCl. The organic layer was dried over Na2SO4. The solvent was evaporated to give 14.5 g crude oil. This oil was purified by a plug packed with 60 g silica gel 100 with cyclohexane as eluant, wherein 6.4 g pure product were obtain... Starting materials: O=C(Cl)c1ccccc1, COC(=O)C(N)C(C)O, CO, O. Product: COC(=O)C(NC(=O)c1ccccc1)C(C)O. RXN SMILES: [C:10]([c:11]1[cH:12][cH:13][cH:14][cH:15][cH:16]1)(=[O:17])[Cl:18].[CH3:1][O:2][C:3]([CH:4]([NH2:5])[CH:6]([OH:7])[CH3:8])=[O:9].[CH3:20][OH:21].[OH2:19]>>[CH3:1][O:2][C:3]([CH:4]([NH:5][C:10]([c:11]1[cH:12][cH:13][cH:14][cH:15][cH:16]1)=[O:17])[CH:6]([OH:7])[CH3:8])=[O:9].